From a dataset of the Open Reaction Database (ORD), a public repository of structured organic reaction records. describe an organic reaction: reactants, conditions, products, and yield Reactants: O=C([O-])[O-], CS(C)=O, N#Cc1cccc(-c2ccc(CO)cc2Cl)c1, [K+], [K+], O, OO. Yields the product NC(=O)c1cccc(-c2ccc(CO)cc2Cl)c1. Reaction SMILES: [C:18]([O-:19])(=[O:20])[O-:21].[CH3:27][S:28]([CH3:29])=[O:30].[Cl:1][c:2]1[c:3](-[c:10]2[cH:11][c:12]([C:16]#[N:17])[cH:13][cH:14][cH:15]2)[cH:4][cH:5][c:6]([CH2:8][OH:9])[cH:7]1.[K+:22].[K+:23].[OH2:26].[OH:24][OH:25]>>[Cl:1][c:2]1[c:3](-[c:10]2[cH:11][c:12]([C:16]([NH2:17])=[O:19])[cH:13][cH:14][cH:15]2)[cH:4][cH:5][c:6]([CH2:8][OH:9])[cH:7]1. Starting materials: FC(C(=O)O)(F)F (trifluoroacetic acid), BrC1=NC=CC(=C1)C=1N(C=NC1C1=CC=C(C=C1)F)CC1=C(C=C(C=C1)OC)OC (2-Bromo-4-[3-(2,4-dimethoxy-benzyl)-5-(4-fluoro-phenyl)-3H-imidazol-4-yl]-pyridine), C(=O)(O)[O-].[Na+] (NaHCO3). Solvent: C(Cl)Cl (DCM). The product is BrC1=NC=CC(=C1)C=1NC=NC1C1=CC=C(C=C1)F (2-Bromo-4-[5-(4-fluoro-phenyl)-3H-imidazol-4-yl]-pyridine). Yield: 64.5%. RXN SMILES: [Br:1][C:2]1[CH:7]=[C:6]([C:8]2[N:9](CC3C=CC(OC)=CC=3OC)[CH:10]=[N:11][C:12]=2[C:13]2[CH:18]=[CH:17][C:16]([F:19])=[CH:15][CH:14]=2)[CH:5]=[CH:4][N:3]=1.FC(F)(F)C(O)=O.C([O-])(O)=O.[Na+]>C(Cl)Cl>[Br:1][C:2]1[CH:7]=[C:6]([C:8]2[NH:9][CH:10]=[N:11][C:12]=2[C:13]2[CH:14]=[CH:15][C:16]([F:19])=[CH:17][CH:18]=2)[CH:5]=[CH:4][N:3]=1 |f:2.3|. Procedure: 2-Bromo-4-[3-(2,4-dimethoxy-benzyl)-5-(4-fluoro-phenyl)-3H-imidazol-4-yl]-pyridine (720 mg, 1.54 mmol) is dissolved in DCM (12 mL) and trifluoroacetic acid (3.0 mL) is added at room temperature. The mixture is stirred for 60 hrs before saturated NaHCO3 aqueous solution is used to adjust the pH to about 7.5. Then the mixture is extracted with EtOAc (3×30 mL). The organic layers are combined and concentrated to give the crude product. The crude is purified by silica flash column chromatography usi... The reactants are CC(C)Cc1ccc(-c2nc(-c3cccc(CO)c3)no2)cc1, ClCCl, O=[Cr](=O)([O-])Cl, c1cc[nH+]cc1. Product: CC(C)Cc1ccc(-c2nc(-c3cccc(C=O)c3)no2)cc1. Reaction SMILES: [CH2:12]([CH:13]([CH3:14])[CH3:15])[c:16]1[cH:17][cH:18][c:19](-[c:22]2[n:23][c:24](-[c:27]3[cH:28][c:29]([CH2:33][OH:34])[cH:30][cH:31][cH:32]3)[n:25][o:26]2)[cH:20][cH:21]1.[CH2:35]([Cl:36])[Cl:37].[O:1]=[Cr:2]([Cl:3])([O-:4])=[O:5].[nH+:6]1[cH:7][cH:8][cH:9][cH:10][cH:11]1>>[CH2:12]([CH:13]([CH3:14])[CH3:15])[c:16]1[cH:17][cH:18][c:19](-[c:22]2[n:23][c:24](-[c:27]3[cH:28][c:29]([CH:33]=[O:34])[cH:30][cH:31][cH:32]3)[n:25][o:26]2)[cH:20][cH:21]1. The reactants are C1CCOC1, Cl, CCOC(=O)c1cnc2c(c1)CC1(C2)C(=O)Nc2ncc(F)cc21, [Li+], [OH-], O. The product is O=C(O)c1cnc2c(c1)CC1(C2)C(=O)Nc2ncc(F)cc21. Reaction SMILES: [CH2:28]1[O:29][CH2:30][CH2:31][CH2:32]1.[ClH:27].[F:1][c:2]1[cH:3][c:4]2[c:5]([n:6][cH:7]1)[NH:8][C:9](=[O:24])[C:10]21[CH2:11][c:12]2[c:13]([n:14][cH:15][c:16]([C:18](=[O:19])[O:20][CH2:21][CH3:22])[cH:17]2)[CH2:23]1.[Li+:25].[OH-:26].[OH2:33]>>[F:1][c:2]1[cH:3][c:4]2[c:5]([n:6][cH:7]1)[NH:8][C:9](=[O:24])[C:10]21[CH2:11][c:12]2[c:13]([n:14][cH:15][c:16]([C:18](=[O:19])[OH:20])[cH:17]2)[CH2:23]1. The reactants are CC(C)N=C=S, CN1CCC(C(=O)c2cccc(N)c2)CC1. The product is CC(C)NC(=S)Nc1cccc(C(=O)C2CCN(C)CC2)c1. Reaction SMILES: [CH:17]([CH3:18])([CH3:19])[N:20]=[C:21]=[S:22].[NH2:1][c:2]1[cH:3][c:4]([C:5](=[O:6])[CH:7]2[CH2:8][CH2:9][N:10]([CH3:13])[CH2:11][CH2:12]2)[cH:14][cH:15][cH:16]1>>[NH:1]([c:2]1[cH:3][c:4]([C:5](=[O:6])[CH:7]2[CH2:8][CH2:9][N:10]([CH3:13])[CH2:11][CH2:12]2)[cH:14][cH:15][cH:16]1)[C:21]([NH:20][CH:17]([CH3:18])[CH3:19])=[S:22].